This data is from the Open Reaction Database (ORD), a public repository of structured organic reaction records. The task is: describe an organic reaction: reactants, conditions, products, and yield Reactants: ClC(=COC=1C=C(CBr)C=CC1)Cl (3-(2,2-dichlorovinyloxy)-benzyl bromide), C1N2CN3CN1CN(C2)C3 (hexamethylene tetramine), C(C)(=O)O (acetic acid), resultant solution. Run in O (water). Yields the product ClC(=COC=1C=C(C=O)C=CC1)Cl (3-(2,2-dichlorovinyloxy)-benzaldehyde). RXN SMILES: [Cl:1][C:2]([Cl:13])=[CH:3][O:4][C:5]1[CH:6]=[C:7]([CH:10]=[CH:11][CH:12]=1)[CH2:8]Br.C1N2CN3CN(C2)CN1C3.C(O)(=[O:26])C>O>[Cl:1][C:2]([Cl:13])=[CH:3][O:4][C:5]1[CH:6]=[C:7]([CH:10]=[CH:11][CH:12]=1)[CH:8]=[O:26]. Reported procedure: To a solution of 8.5 g of 3-(2,2-dichlorovinyloxy)-benzyl bromide in 12.6 ml of acetic acid and 12.6 ml of water are added 8.4 g of hexamethylene tetramine. The resultant solution is refluxed for two hours. Subsequently 10 ml of HC1 are added and the reaction mixture is stirred for half an hour at 100°-110° C. The solution is washed with 100 ml of water and extracted cold (3 times) with 100 ml of ethyl acetate. The extract is washed with sodium carbonate solution and evaporated, to yield 5.8 g o...